Dataset: the Open Reaction Database (ORD), a public repository of structured organic reaction records. Task: describe an organic reaction: reactants, conditions, products, and yield Reactants: CCCC[Sn](C=CC(OC)C(C)C(OC)C(C)C=O)(CCCC)CCCC, CC=C(C)C, CC(C)(C)O, [O-][Cl+][O-], [Na+], [Na+], O, O=P([O-])(O)O. The product is CCCC[Sn](C=CC(OC)C(C)C(OC)C(C)C(=O)O)(CCCC)CCCC. As a reaction SMILES: [CH3:1][O:2][CH:3]([CH:4]([CH:5]=[O:6])[CH3:7])[CH:8]([CH:9]([CH:10]=[CH:11][Sn:12]([CH2:13][CH2:14][CH2:15][CH3:16])([CH2:17][CH2:18][CH2:19][CH3:20])[CH2:21][CH2:22][CH2:23][CH3:24])[O:25][CH3:26])[CH3:27].[CH3:28][C:29](=[CH:30][CH3:31])[CH3:32].[CH3:43][C:44]([OH:45])([CH3:46])[CH3:47].[Cl+:33]([O-:34])[O-:35].[Na+:36].[Na+:37].[OH2:48].[OH:38][P:39](=[O:40])([O-:41])[OH:42]>>[CH3:1][O:2][CH:3]([CH:4]([C:5](=[O:6])[OH:34])[CH3:7])[CH:8]([CH:9]([CH:10]=[CH:11][Sn:12]([CH2:13][CH2:14][CH2:15][CH3:16])([CH2:17][CH2:18][CH2:19][CH3:20])[CH2:21][CH2:22][CH2:23][CH3:24])[O:25][CH3:26])[CH3:27]. Starting materials: FC(C1=CC=C(C=C1)C1=CC=2N(C(=N1)O)N=CN2)(F)F (7-(4-Trifluoromethylphenyl)[1,2,4]-triazolo[1,5-c]pyrimidin-5-ol), P(=O)(Cl)(Cl)Cl (phosphoryl chloride). Reagents/catalysts: [Cl-].C(C1=CC=CC=C1)[N+](CC)(CC)CC (benzyltriethylammonium chloride). The solvent is C([O-])(O)=O.[Na+] (sodium bicarbonate), C([O-])(O)=O.[Na+] (sodium bicarbonate). Reaction conditions: temperature 120 celsius, time 4 hour. The product is ClC1=NC(=CC=2N1N=CN2)C2=CC=C(C=C2)C(F)(F)F (5-Chloro-7-[4-(trifluoromethyl)phenyl][1,2,4]triazolo[1,5-c]pyrimidine). Reaction SMILES: [F:1][C:2]([F:20])([F:19])[C:3]1[CH:8]=[CH:7][C:6]([C:9]2[N:14]=[C:13](O)[N:12]3[N:16]=[CH:17][N:18]=[C:11]3[CH:10]=2)=[CH:5][CH:4]=1.P(Cl)(Cl)([Cl:23])=O>[Cl-].C([N+](CC)(CC)CC)C1C=CC=CC=1.C(=O)(O)[O-].[Na+]>[Cl:23][C:13]1[N:12]2[N:16]=[CH:17][N:18]=[C:11]2[CH:10]=[C:9]([C:6]2[CH:7]=[CH:8][C:3]([C:2]([F:20])([F:19])[F:1])=[CH:4][CH:5]=2)[N:14]=1 |f:2.3,4.5|. Procedure: 1320 mg (4.7 mmol) of 7-[4-(trifluoromethyl)phenyl][1,2,4]triazolo[1,5-c]pyrimidin-5-ol (Example 138A) are introduced into phosphoryl chloride (20 ml), 3.20 g (14 mmol) of benzyltriethylammonium chloride are added, and the reaction mixture is stirred at 120° C. for 4 h. The reaction mixture is slowly poured, while stirring vigorously, into saturated sodium bicarbonate solution (150 ml) and ice, and solid sodium bicarbonate (approx. 10 g) is added until a pH of 8 is reached. The solid is filtered...